Dataset: the Open Reaction Database (ORD), a public repository of structured organic reaction records. Task: describe an organic reaction: reactants, conditions, products, and yield Reactants: [N+](=O)([O-])C=1C=C(C=CC1)/C=C/C1=NC(=CC(=N1)O)C ((E)-2-[2-(3-nitro-phenyl)-vinyl]-6-methyl-pyrimidin-4-ol), O=P(Cl)(Cl)Cl (POCl3). Yields the product ClC1=NC(=NC(=C1)C)\C=C\C1=CC(=CC=C1)[N+](=O)[O-] ((E)-4-chloro-2-[2-(3-nitro-phenyl)-vinyl]-6-methyl-pyrimidine). Yield: 70.4%. RXN SMILES: [N+:1]([C:4]1[CH:5]=[C:6](/[CH:10]=[CH:11]/[C:12]2[N:17]=[C:16](O)[CH:15]=[C:14]([CH3:19])[N:13]=2)[CH:7]=[CH:8][CH:9]=1)([O-:3])=[O:2].O=P(Cl)(Cl)[Cl:22]>>[Cl:22][C:16]1[CH:15]=[C:14]([CH3:19])[N:13]=[C:12](/[CH:11]=[CH:10]/[C:6]2[CH:7]=[CH:8][CH:9]=[C:4]([N+:1]([O-:3])=[O:2])[CH:5]=2)[N:17]=1. Reported procedure: In analogy to example 12c), by heating was (E)-2-[2-(3-nitro-phenyl)-vinyl]-6-methyl-pyrimidin-4-ol (1.28 g, 5 mmol) in POCl3 (9.16 ml, 0.1 mol) at 130° C. for 4.5 h there was obtained (E)-4-chloro-2-[2-(3-nitro-phenyl)-vinyl]-6-methyl-pyrimidine (0.97 g, 71%) as an off-white solid. EI mass spectrum, m/e: 275 (M calculated for C13H10ClN3O2: 275). Reactants: C(C)OC(\C=C\C)OCC ((2E)-1,1-diethoxybut-2-ene), C(=O)(OC(C)C)[C@@H](O)[C@H](O)C(=O)OC(C)C ((−)-diisopropyl D-tartrate). Reagents/catalysts: S(=O)(=O)([O-])C1=CC=C(C)C=C1.[NH+]1=CC=CC=C1 (pyridinium tosylate). Solvent: C1=CC=CC=C1 (benzene). Reaction conditions: time 7 hour. Yields the product C(=C\C)/C1O[C@@H]([C@H](O1)C(=O)OC(C)C)C(=O)OC(C)C (diisopropyl (4S,5S)-2-[(1E)-prop-1-enyl]-1,3-dioxolane-4,5-dicarboxylate). Isolated yield 55.3%. RXN SMILES: C(O[CH:4](OCC)/[CH:5]=[CH:6]/[CH3:7])C.[C:11]([C@H:17]([C@@H:19]([C:21]([O:23][CH:24]([CH3:26])[CH3:25])=[O:22])[OH:20])[OH:18])([O:13][CH:14]([CH3:16])[CH3:15])=[O:12]>C1C=CC=CC=1.S(C1C=CC(C)=CC=1)([O-])(=O)=O.[NH+]1C=CC=CC=1>[CH:5](/[CH:4]1[O:20][C@H:19]([C:21]([O:23][CH:24]([CH3:26])[CH3:25])=[O:22])[C@@H:17]([C:11]([O:13][CH:14]([CH3:15])[CH3:16])=[O:12])[O:18]1)=[CH:6]\[CH3:7] |f:3.4|. Reported procedure: A solution of (2E)-1,1-diethoxybut-2-ene (32.20 g, 223.27 mmol), (−)-diisopropyl D-tartrate (64.64 mL, 245.60 mmol) and pyridinium tosylate (2.24 g, 8.93 mmol) in 100 mL benzene was heated to 95° C. to distill off the solvent and EtOH produced. After 7 h at 95° C., the reaction was cooled to rt and concentrated in vacuo. Purification by normal phase chromatography (10->30% EtOAc/hexanes) yielded 35.37 g (55%) of diisopropyl (4S,5S)-2-[(1E)-prop-1-enyl]-1,3-dioxolane-4,5-dicarboxylate as an orang...